Dataset: the Open Reaction Database (ORD), a public repository of structured organic reaction records. Task: describe an organic reaction: reactants, conditions, products, and yield The reactants are COC1=CC=C(C=C1)C(C)=O (4'-methoxyacetophenone), Cl (hydrochloric acid), C(C)(=O)[O-].[NH4+] (ammonium acetate), C(#N)[BH3-].[Na+] (sodium cyanoborohydride). Solvent: CO (methanol). Run at time 20 hour. The product is COC1=CC=C(C=C1)CC(C)N (2-(4-methoxyphenyl)-1-methylethylamine). As a reaction SMILES: [CH3:1][O:2][C:3]1[CH:8]=[CH:7][C:6]([C:9](=O)C)=[CH:5][CH:4]=1.[C:12]([O-])(=O)C.[NH4+].[C:17]([BH3-])#[N:18].[Na+].Cl>CO>[CH3:1][O:2][C:3]1[CH:8]=[CH:7][C:6]([CH2:9][CH:17]([NH2:18])[CH3:12])=[CH:5][CH:4]=1 |f:1.2,3.4|. Reported procedure: A solution of 32 g (0.21 mol) of 4'-methoxyacetophenone and 165 g (2.1 mol) of ammonium acetate in 450 ml of methanol is combined with 13.5 g (0.21 mol) of sodium cyanoborohydride, which is added in batches thereto at ambient temperature, with stirring. After a further 20 hours, ice is added and the mixture is acidified with hydrochloric acid (conc. HCl H2O=1/1) until the pH is 2. The acidic solution is extracted with dichloromethane. The aqueous phase is then mixed with conc. ammonia, with cool... Starting materials: C1(=CC=CC=C1)C1=NNC(C1)=O (3-phenyl-4,5-dihydro-1H-pyrazol-5-one), [H-].[Na+] (sodium hydride), ClC1=NC=NC2=CC(=C(C=C12)OC)OCCCN1CCOCC1 (4-chloro-6-methoxy-7-(3-morpholinopropoxy)quinazoline). The solvent is CN(C)C=O (DMF). The product is COC=1C=C2C(=NC=NC2=CC1OCCCN1CCOCC1)OC1=NNC(=C1)C1=CC=CC=C1 (6-methoxy-7-(3-morpholinopropoxy)-4-(5-phenylpyrazol-3-yloxy)quinazoline). Reaction SMILES: Cl[C:2]1[C:11]2[C:6](=[CH:7][C:8]([O:14][CH2:15][CH2:16][CH2:17][N:18]3[CH2:23][CH2:22][O:21][CH2:20][CH2:19]3)=[C:9]([O:12][CH3:13])[CH:10]=2)[N:5]=[CH:4][N:3]=1.[C:24]1([C:30]2[CH2:34][C:33](=[O:35])[NH:32][N:31]=2)[CH:29]=[CH:28][CH:27]=[CH:26][CH:25]=1.[H-].[Na+]>CN(C=O)C>[CH3:13][O:12][C:9]1[CH:10]=[C:11]2[C:6](=[CH:7][C:8]=1[O:14][CH2:15][CH2:16][CH2:17][N:18]1[CH2:23][CH2:22][O:21][CH2:20][CH2:19]1)[N:5]=[CH:4][N:3]=[C:2]2[O:35][C:33]1[CH:34]=[C:30]([C:24]2[CH:29]=[CH:28][CH:27]=[CH:26][CH:25]=2)[NH:31][N:32]=1 |f:2.3|. Reported procedure: Using an analogous procedure to that described for Example 2, 4-chloro-6-methoxy-7-(3-morpholinopropoxy)quinazoline (169 mg, 0.5 mmol), (prepared as described for the starting material in Example 2), was reacted with 3-phenyl-4,5-dihydro-1H-pyrazol-5-one (200 mg, 1.25 mmol), (J. Org. Chem., 1967, 32, 3321-3324), in the presence of sodium hydride (50 mg, 1.25 mmol, prewashed with pentane) in DMF (3 ml) to give 6-methoxy-7-(3-morpholinopropoxy)-4-(5-phenylpyrazol-3-yloxy)quinazoline as the free ba... Reactants: O=C([O-])O, COc1ccc(CSC2CNC(C(N)=O)C2)cc1, CI, CN(C)C=O, [Na+]. The product is COc1ccc(CSC2CC(C(N)=O)N(C)C2)cc1. As a reaction SMILES: [C:21](=[O:22])([OH:23])[O-:24].[C:3]([NH2:4])(=[O:5])[CH:6]1[NH:7][CH2:8][CH:9]([S:11][CH2:12][c:13]2[cH:14][cH:15][c:16]([O:19][CH3:20])[cH:17][cH:18]2)[CH2:10]1.[CH3:1][I:2].[CH3:26][N:27]([CH3:28])[CH:29]=[O:30].[Na+:25]>>[C:3]([NH2:4])(=[O:5])[CH:6]1[N:7]([CH3:21])[CH2:8][CH:9]([S:11][CH2:12][c:13]2[cH:14][cH:15][c:16]([O:19][CH3:20])[cH:17][cH:18]2)[CH2:10]1.